This data is from the Open Reaction Database (ORD), a public repository of structured organic reaction records. The task is: describe an organic reaction: reactants, conditions, products, and yield Reactants: ClC1=NC(=CC(=N1)Cl)N1CCNCC1 (4-(2,4-dichloro-6-pyrimidinyl)piperazine), N1CCCC1 (pyrrolidine). Product: ClC1=NC(=CC(=N1)N1CCCC1)N1CCNCC1 (4-(2-chloro-4-pyrrolidino-6-pyrimidinyl)piperazine). As a reaction SMILES: [Cl:1][C:2]1[N:7]=[C:6](Cl)[CH:5]=[C:4]([N:9]2[CH2:14][CH2:13][NH:12][CH2:11][CH2:10]2)[N:3]=1.[NH:15]1[CH2:19][CH2:18][CH2:17][CH2:16]1>>[Cl:1][C:2]1[N:7]=[C:6]([N:15]2[CH2:19][CH2:18][CH2:17][CH2:16]2)[CH:5]=[C:4]([N:9]2[CH2:14][CH2:13][NH:12][CH2:11][CH2:10]2)[N:3]=1. Procedure: After adding 2.00 g (3.81 mmoles) of 1- (3α,16α)-eburnamenine-14-carbonyl!-4-(2,4-dichloro-6-pyrimidinyl)piperazine in small portions to 20 ml of pyrrolidine at a temperature below 10° C., the reaction mixture is stirred at room temperature for 1 hour, then evaporated. After distributing the evaporation residue between 40 ml of chloroform and 10 ml of 1% sodium hydroxide solution the organic phase is separated, dried and evaporated. The evaporation residue is subjected to chromatography on a sil...